describe an organic reaction: reactants, conditions, products, and yield From a dataset of the Open Reaction Database (ORD), a public repository of structured organic reaction records. Starting materials: OC(CBr)C1=CC2(CCCC2)c2ccccc21, O=C1NC(=O)c2ccccc21, CN(C)C=O, [K], O. Yields the product NCC(O)C1=CC2(CCCC2)c2ccccc21. RXN SMILES: [Br:1][CH2:2][CH:3]([OH:4])[C:5]1=[CH:6][C:7]2([CH2:8][CH2:9][CH2:10][CH2:11]2)[c:12]2[cH:13][cH:14][cH:15][cH:16][c:17]21.[C:18]1(=[O:19])[NH:22][C:20](=[O:21])[c:23]2[cH:24][cH:25][cH:26][cH:27][c:28]21.[CH3:30][N:31]([CH3:32])[CH:33]=[O:34].[K:29].[OH2:35]>>[CH2:2]([CH:3]([OH:4])[C:5]1=[CH:6][C:7]2([CH2:8][CH2:9][CH2:10][CH2:11]2)[c:12]2[cH:13][cH:14][cH:15][cH:16][c:17]21)[NH2:22]. The reactants are Cl.CON (methoxyamine hydrochloride), O.O.O.C(C)(=O)[O-].[Na+] (sodium acetate trihydrate), FC=1C=C(C=CC1F)N1N=CC(=C(C1=O)OCC(C)=O)C1=CC=C(C=C1)S(=O)(=O)C (2-(3,4-Difluorophenyl)-4-(2-oxo-1-propoxy)-5-[4-(methylsulfonyl)phenyl]-3(2H)-pyridazinone). Run in O (H2O), O1CCOCC1 (dioxane). Reaction conditions: time 6 hour. Product: FC=1C=C(C=CC1F)N1N=CC(=C(C1=O)OCC(C)=NOC)C1=CC=C(C=C1)S(=O)(=O)C (2-(3,4-Difluorophenyl)-4-[2-(methoxyimino)-1-propoxy]-5-[4-(methylsulfonyl)phenyl]-3(2H)-pyridazinone). The yield is 14.4%. Reaction SMILES: [F:1][C:2]1[CH:3]=[C:4]([N:9]2[C:14](=[O:15])[C:13]([O:16][CH2:17][C:18](=O)[CH3:19])=[C:12]([C:21]3[CH:26]=[CH:25][C:24]([S:27]([CH3:30])(=[O:29])=[O:28])=[CH:23][CH:22]=3)[CH:11]=[N:10]2)[CH:5]=[CH:6][C:7]=1[F:8].Cl.[CH3:32][O:33][NH2:34].O.O.O.C([O-])(=O)C.[Na+]>O.O1CCOCC1>[F:1][C:2]1[CH:3]=[C:4]([N:9]2[C:14](=[O:15])[C:13]([O:16][CH2:17][C:18](=[N:34][O:33][CH3:32])[CH3:19])=[C:12]([C:21]3[CH:22]=[CH:23][C:24]([S:27]([CH3:30])(=[O:28])=[O:29])=[CH:25][CH:26]=3)[CH:11]=[N:10]2)[CH:5]=[CH:6][C:7]=1[F:8] |f:1.2,3.4.5.6.7|. Procedure details: A mixture of 2-(3,4-difluorophenyl)-4-(2-oxo-1-propoxy)-5-[4-(methylsulfonyl)phenyl]-3(2H)-pyridazinone from Example 460 (150 mg, 0.3 mmol) in H2O (10 mL) and dioxane (20 mL) was treated with methoxyamine hydrochloride (84 mg, 1 mmol) and sodium acetate trihydrate (138 mg, 1 mmol). The mixture was stirred at room temperature for 6 hours. The reaction mixture was extracted with ethyl acetate and purified by column chromatography (silica gel, 1:1 hexanes-ethyl acetate) to provide the title compoun...